From a dataset of the Open Reaction Database (ORD), a public repository of structured organic reaction records. describe an organic reaction: reactants, conditions, products, and yield Reactants: C(C)(=O)N1[C@H](CN(C2=CC(=C(C=C12)[N+](=O)[O-])Br)C(=O)OC(C)C)C (isopropyl (S)-4-acetyl-7-bromo-3-methyl-6-nitro-3,4-dihydroquinoxaline-1(2H)-carboxylate), C(C)(=O)N1[C@H](CN(C2=CC(=C(C=C12)N)C=1C=NN(C1)C1CC1)C(=O)OC(C)C)C (isopropyl (S)-4-acetyl-6-amino-7-(1-cyclopropyl-1H-pyrazol-4-yl)-3-methyl-3,4-dihydroquinoxaline-1(2H)-carboxylate). The product is C(C)(=O)N1[C@H](CN(C2=CC(=C(C=C12)N)Br)C(=O)OC(C)C)C (Isopropyl (S)-4-acetyl-6-amino-7-bromo-3-methyl-3,4-dihydroquinoxaline-1(2H)-carboxylate). Reaction SMILES: [C:1]([N:4]1[C:13]2[C:8](=[CH:9][C:10]([Br:17])=[C:11]([N+:14]([O-])=O)[CH:12]=2)[N:7]([C:18]([O:20][CH:21]([CH3:23])[CH3:22])=[O:19])[CH2:6][C@@H:5]1[CH3:24])(=[O:3])[CH3:2].C(N1C2C(=CC(C3C=NN(C4CC4)C=3)=C(N)C=2)N(C(OC(C)C)=O)C[C@@H]1C)(=O)C>>[C:1]([N:4]1[C:13]2[C:8](=[CH:9][C:10]([Br:17])=[C:11]([NH2:14])[CH:12]=2)[N:7]([C:18]([O:20][CH:21]([CH3:23])[CH3:22])=[O:19])[CH2:6][C@@H:5]1[CH3:24])(=[O:3])[CH3:2]. Procedure details: Isopropyl (S)-4-acetyl-6-amino-7-bromo-3-methyl-3,4-dihydroquinoxaline-1(2H)-carboxylate was prepared from isopropyl (S)-4-acetyl-7-bromo-3-methyl-6-nitro-3,4-dihydroquinoxaline-1(2H)-carboxylate according to the procedure described above for isopropyl (S)-4-acetyl-6-amino-7-(1-cyclopropyl-1H-pyrazol-4-yl)-3-methyl-3,4-dihydroquinoxaline-1(2H)-carboxylate (Example 233). MS (ESI, pos. ion) m/z 392,394 [M+H]+. Reactants: C1=CC=CC=C1C(=O)OO (perbenzoic acid), C(C1=CC=CC=C1)(=O)OOC(C1=CC=CC=C1)=O (benzoylperoxide), C(C1=CC=CC=C1)C=CCC1=CC=CC=C1 (o-benzylallylbenzene). Run in C(Cl)(Cl)Cl (chloroform). Run at time 3 day. The product is C(C1=CC=CC=C1)C=CCC12C(C=CC=C1)O2 (o-benzylallylbenzene oxide). As a reaction SMILES: C1C(C(OO)=[O:8])=CC=CC=1.C(OOC(=O)C1C=CC=CC=1)(=O)C1C=CC=CC=1.[CH2:29]([CH:36]=[CH:37][CH2:38][C:39]1[CH:44]=[CH:43][CH:42]=[CH:41][CH:40]=1)[C:30]1[CH:35]=[CH:34][CH:33]=[CH:32][CH:31]=1>C(Cl)(Cl)Cl>[CH2:38]([CH:37]=[CH:36][CH2:29][C:30]12[O:8][CH:31]1[CH:32]=[CH:33][CH:34]=[CH:35]2)[C:39]1[CH:44]=[CH:43][CH:42]=[CH:41][CH:40]=1. Procedure: To perbenzoic acid in chloroform prepared from 15 g of benzoylperoxide was added 6.0 g of o-benzylallylbenzene and the mixture was allowed to stand at 5° C for 3 days. The mixture was washed with 2% sodium hydroxide solution, Mohr's salt solution, then water, and dried over anhydrous sodium sulfate. The solvent was evaporated to obtain the residue, which was chromatographed over a silica gel, and as eluted with benzene/n-hexane (1/1), there was obtained 1.5 g of o-benzylallylbenzene oxide as an ... Reactants: CCN1CCC2(CC1)CC(=O)c1cc(C=CC(=O)OC)ccc1O2, Cl. Yields the product CCN1CCC2(CC1)CC(=O)c1cc(C=CC(=O)O)ccc1O2. RXN SMILES: [CH3:1][O:2][C:3]([CH:4]=[CH:5][c:6]1[cH:7][c:8]2[c:13]([cH:14][cH:15]1)[O:12][C:11]1([CH2:10][C:9]2=[O:23])[CH2:16][CH2:17][N:18]([CH2:21][CH3:22])[CH2:19][CH2:20]1)=[O:24].[ClH:25]>>[O:2]=[C:3]([CH:4]=[CH:5][c:6]1[cH:7][c:8]2[c:13]([cH:14][cH:15]1)[O:12][C:11]1([CH2:10][C:9]2=[O:23])[CH2:16][CH2:17][N:18]([CH2:21][CH3:22])[CH2:19][CH2:20]1)[OH:24].